Dataset: the Open Reaction Database (ORD), a public repository of structured organic reaction records. Task: describe an organic reaction: reactants, conditions, products, and yield The reactants are C(C)(C)[N-]C(C)C.[Li+] (lithium diisopropylamide), BrCSCC1=CC=CC=C1 (benzyl bromomethyl thioether), FC(CCC(=O)O)(F)F (4,4,4-trifluorobutyric acid), C(C)(C)NC(C)C (diisopropylamine), C(CCC)[Li].CCCCCC (n-butyl lithium hexane). The solvent is C(C)(=O)O (acetic acid), O1CCCC1 (tetrahydrofuran), O1CCCC1 (tetrahydrofuran), C(C)(=O)OCC (ethyl acetate), O1CCCC1 (tetrahydrofuran), hexanes. Conditions: temperature 0 celsius, time 1.5 hour. Product: C1(=CC=CC=C1)CSCC(C(=O)O)CC(F)(F)F (2-[[(Phenylmethyl)thio]methyl]-4,4,4-trifluorobutyric acid). As a reaction SMILES: C([N-]C(C)C)(C)C.[Li+].C(NC(C)C)(C)C.C([Li])CCC.CCCCCC.[F:27][C:28]([F:35])([F:34])[CH2:29][CH2:30][C:31]([OH:33])=[O:32].Br[CH2:37][S:38][CH2:39][C:40]1[CH:45]=[CH:44][CH:43]=[CH:42][CH:41]=1>O1CCCC1.C(O)(=O)C.C(OCC)(=O)C>[C:40]1([CH2:39][S:38][CH2:37][CH:30]([CH2:29][C:28]([F:35])([F:34])[F:27])[C:31]([OH:33])=[O:32])[CH:45]=[CH:44][CH:43]=[CH:42][CH:41]=1 |f:0.1,3.4|. Procedure: To a solution of lithium diisopropylamide [prepared using freshly distilled diisopropylamine (4.47 g., 44.4 mmol) and n-butyl lithium/hexane (18 mL, 45 mmol, 2.5M)]in dry tetrahydrofuran (35 mL) was added a solution of 4,4,4-trifluorobutyric acid (3.0 g., 21.0 mmol) in tetrahydrofuran (25 mL). After stirring at 0° C. for 1.5 hours, the solution was cooled to -78° C. and treated with a solution of benzyl bromomethyl thioether in tetrahydrofuran (10 mL). The solution was allowed to stir overnight ...